Dataset: the Open Reaction Database (ORD), a public repository of structured organic reaction records. Task: describe an organic reaction: reactants, conditions, products, and yield The reactants are 13.3, S(=O)(=O)(OC)OC (dimethyl sulfate), 85, COC1(C(CN(CC1)CC1=CC=CC=C1)O)OC (4,4-dimethoxy-1-(phenylmethyl)-3-piperidinol), [OH-].[Na+] (sodium hydroxide), C1=CC=CC=C1 (benzene), S(=O)(=O)(OC)OC (dimethyl sulfate). Reagents/catalysts: [Cl-].C(C)[N+](CC1=CC=CC=C1)(CC)CC (N,N,N-triethylbenzenemethanaminium chloride). The solvent is O (water). Run at time 8 hour. Yields the product 34.9, C(C(=O)O)(=O)O.COC1CN(CCC1(OC)OC)CC1=CC=CC=C1 (3,4,4-trimethoxy-1-(phenylmethyl)piperidine ethanedioate). Reaction SMILES: [CH3:1][O:2][C:3]1([O:17][CH3:18])[CH2:8][CH2:7][N:6]([CH2:9][C:10]2[CH:15]=[CH:14][CH:13]=[CH:12][CH:11]=2)[CH2:5][CH:4]1[OH:16].[OH-].[Na+].[CH:21]1C=CC=CC=1.S(OC)(OC)(=O)=[O:28]>[Cl-].C([N+](CC)(CC)CC1C=CC=CC=1)C.O>[C:4]([OH:28])(=[O:16])[C:3]([OH:17])=[O:2].[CH3:21][O:16][CH:4]1[C:3]([O:17][CH3:18])([O:2][CH3:1])[CH2:8][CH2:7][N:6]([CH2:9][C:10]2[CH:11]=[CH:12][CH:13]=[CH:14][CH:15]=2)[CH2:5]1 |f:1.2,5.6,8.9|. Procedure details: To a stirred mixture of 85 parts of 4,4-dimethoxy-1-(phenylmethyl)-3-piperidinol and 480 parts of sodium hydroxide solution 60% were added 288 parts of benzene and 0.5 parts of N,N,N-triethylbenzenemethanaminium chloride. Then there were added dropwise 49.2 parts of dimethyl sulfate at a temperature below 30° C. After stirring overnight at room temperature, there was added another portion of 13.3 parts of dimethyl sulfate and stirring was continued for 4 hours at room temperature. The reaction m... Starting materials: C(#N)C=1C=C2CC(NC2=CC1)=O (5-cyanooxindole), [H-].[Na+] (sodium hydride), Cl (hydrochloric acid), ClC1=NC=NC2=CC(=C(C=C12)OC)OCCCN1CCOCC1 (4-chloro-6-methoxy-7-(3-morpholinopropoxy)quinazoline). Run in CN(C)C=O (DMF), CN(C)C=O (DMF), O (water). Conditions: time 20 minute. The product is Cl.C(#N)C=1C=C2C(C(NC2=CC1)=O)C1=NC=NC2=CC(=C(C=C12)OC)OCCCN1CCOCC1 (4-(5-cyanooxindol-3-yl)-6-methoxy-7-(3-morpholinopropoxy)quinazoline hydrochloride). Isolated yield 53.8%. RXN SMILES: [C:1]([C:3]1[CH:4]=[C:5]2[C:9](=[CH:10][CH:11]=1)[NH:8][C:7](=[O:12])[CH2:6]2)#[N:2].[H-].[Na+].[Cl:15][C:16]1[C:25]2[C:20](=[CH:21][C:22]([O:28][CH2:29][CH2:30][CH2:31][N:32]3[CH2:37][CH2:36][O:35][CH2:34][CH2:33]3)=[C:23]([O:26][CH3:27])[CH:24]=2)[N:19]=[CH:18][N:17]=1.Cl>CN(C=O)C.O>[ClH:15].[C:1]([C:3]1[CH:4]=[C:5]2[C:9](=[CH:10][CH:11]=1)[NH:8][C:7](=[O:12])[CH:6]2[C:16]1[C:25]2[C:20](=[CH:21][C:22]([O:28][CH2:29][CH2:30][CH2:31][N:32]3[CH2:33][CH2:34][O:35][CH2:36][CH2:37]3)=[C:23]([O:26][CH3:27])[CH:24]=2)[N:19]=[CH:18][N:17]=1)#[N:2] |f:1.2,7.8|. Procedure details: A solution of 5-cyanooxindole (213 mg, 1.35 mmol), (Tet. Lett., 1987, 28, 4027), in DMF (3 ml) was added dropwise to a suspension of sodium hydride (54 mg, 1.35 mmol, prewashed with hexane) in DMF (2 ml). The mixture was stirred for 20 minutes at ambient temperature, 4-chloro-6-methoxy-7-(3-morpholinopropoxy)quinazoline (152 mg, 0.45 mmol), (prepared as described for the starting material in Example 5), was added and the mixture was heated at 70° C. for 1 hour. The mixture was allowed to cool an... The reactants are O=C([O-])O, CC(C)(C)OC(=O)N(C(=O)OC(C)(C)C)c1nc(Br)c(C(=O)NCc2ccc(Cl)c(Oc3cc(Cl)cc(C#N)c3)c2F)[nH]1, ClCCl, O=C(O)C(F)(F)F, [Na+]. Product: N#Cc1cc(Cl)cc(Oc2c(Cl)ccc(CNC(=O)c3[nH]c(N)nc3Br)c2F)c1. As a reaction SMILES: [C:51](=[O:52])([OH:53])[O-:54].[CH3:8][C:9]([O:10][C:11]([N:15]([C:12]([O:13][C:14]([CH3:16])([CH3:17])[CH3:18])=[O:19])[c:23]1[nH:24][c:25]([C:29](=[O:30])[NH:31][CH2:32][c:33]2[c:34]([F:50])[c:35]([O:40][c:41]3[cH:42][c:43]([Cl:49])[cH:44][c:45]([C:47]#[N:48])[cH:46]3)[c:36]([Cl:39])[cH:37][cH:38]2)[c:26]([Br:28])[n:27]1)=[O:20])([CH3:21])[CH3:22].[Cl:56][CH2:57][Cl:58].[F:1][C:2]([F:3])([F:4])[C:5]([OH:6])=[O:7].[Na+:55]>>[NH2:15][c:23]1[nH:24][c:25]([C:29](=[O:30])[NH:31][CH2:32][c:33]2[c:34]([F:50])[c:35]([O:40][c:41]3[cH:42][c:43]([Cl:49])[cH:44][c:45]([C:47]#[N:48])[cH:46]3)[c:36]([Cl:39])[cH:37][cH:38]2)[c:26]([Br:28])[n:27]1. Reactants: CCCc1ccc(C(=O)O)cc1, O=[N+]([O-])O, O=S(=O)(O)O. Yields the product CCCc1ccc(C(=O)O)cc1[N+](=O)[O-]. Reaction SMILES: [CH2:1]([CH2:2][CH3:3])[c:4]1[cH:5][cH:6][c:7]([C:8](=[O:9])[OH:10])[cH:11][cH:12]1.[OH:13][N+:14]([O-:15])=[O:16].[S:17](=[O:18])(=[O:19])([OH:20])[OH:21]>>[CH2:1]([CH2:2][CH3:3])[c:4]1[c:5]([N+:14](=[O:13])[O-:15])[cH:6][c:7]([C:8](=[O:9])[OH:10])[cH:11][cH:12]1. The reactants are Cc1cncc2cccc(NC3CCC(NC(=O)OC(C)(C)C)CC3)c12, CO, Cl. Product: Cl, Cc1cncc2cccc(NC3CCC(N)CC3)c12. RXN SMILES: [C:1]([O:2][C:3](=[O:4])[NH:8][CH:9]1[CH2:10][CH2:11][CH:12]([NH:15][c:16]2[c:17]3[c:18]([CH3:26])[cH:19][n:20][cH:21][c:22]3[cH:23][cH:24][cH:25]2)[CH2:13][CH2:14]1)([CH3:5])([CH3:6])[CH3:7].[CH3:27][OH:28].[ClH:29]>>[ClH:29].[NH2:8][CH:9]1[CH2:10][CH2:11][CH:12]([NH:15][c:16]2[c:17]3[c:18]([CH3:26])[cH:19][n:20][cH:21][c:22]3[cH:23][cH:24][cH:25]2)[CH2:13][CH2:14]1. Reactants: CCOC(=O)c1cc2cccc(NS(=O)(=O)c3ccccn3)c2n1COC, [K+], C1CCOC1, [OH-], O=C(O)CC(O)(CC(=O)O)C(=O)O. Product: COCn1c(C(=O)O)cc2cccc(NS(=O)(=O)c3ccccn3)c21. RXN SMILES: [CH3:1][O:2][CH2:3][n:4]1[c:5]([C:23](=[O:24])[O:25][CH2:26][CH3:27])[cH:6][c:7]2[cH:8][cH:9][cH:10][c:11]([NH:13][S:14](=[O:15])(=[O:16])[c:17]3[n:18][cH:19][cH:20][cH:21][cH:22]3)[c:12]12.[K+:29].[O:43]1[CH2:44][CH2:45][CH2:46][CH2:47]1.[OH-:28].[OH:30][C:31]([CH2:32][C:33]([C:34](=[O:35])[OH:36])([CH2:37][C:38](=[O:39])[OH:40])[OH:41])=[O:42]>>[CH3:1][O:2][CH2:3][n:4]1[c:5]([C:23](=[O:24])[OH:25])[cH:6][c:7]2[cH:8][cH:9][cH:10][c:11]([NH:13][S:14](=[O:15])(=[O:16])[c:17]3[n:18][cH:19][cH:20][cH:21][cH:22]3)[c:12]12.